From a dataset of the Open Reaction Database (ORD), a public repository of structured organic reaction records. describe an organic reaction: reactants, conditions, products, and yield Yields the product N.C(Cl)Cl (ammonia DCM), C(C1=CC=CC=C1)=C1CCN(CC1)CC1=C(OCCCN2CCCCC2)C=CC=C1 (1-{3-[2-(4-Benzylidene-piperidin-1-ylmethyl)-phenoxy]-propyl}-piperidine). Procedure: A solution of 2-(3-piperidin-1-yl-propoxy)-benzaldehyde (212 mg), 4-benzylidene-piperidine (154 mg), and acetic acid (0.05 mL) in DCM (3 mL) was treated with sodium triacetoxyborohydride (290 mg). After 16 h, the resulting mixture was treated with 10% sodium hydroxide (6 mL) and extracted with DCM (3×10 mL). The combined organic phases were dried (sodium sulfate) and evaporated. Chromatography of the residue (1-5% 2 M methanolic ammonia/DCM) gave the title compound as a colorless oil (148 mg). 1... Run in C(C)(=O)O (acetic acid). Conditions: time 16 hour. Yield: 1.0%. Reaction SMILES: [N:1]1([CH2:7][CH2:8][CH2:9][O:10][C:11]2[CH:18]=[CH:17][CH:16]=[CH:15][C:12]=2[CH:13]=O)[CH2:6][CH2:5][CH2:4][CH2:3][CH2:2]1.[CH:19](=[C:26]1[CH2:31][CH2:30][NH:29][CH2:28][CH2:27]1)[C:20]1[CH:25]=[CH:24][CH:23]=[CH:22][CH:21]=1.C(O[BH-](OC(=O)C)OC(=O)C)(=O)C.[Na+].[OH-].[Na+].[CH2:48]([Cl:50])[Cl:49]>C(O)(=O)C>[NH3:1].[CH2:48]([Cl:50])[Cl:49].[CH:19](=[C:26]1[CH2:31][CH2:30][N:29]([CH2:13][C:12]2[CH:15]=[CH:16][CH:17]=[CH:18][C:11]=2[O:10][CH2:9][CH2:8][CH2:7][N:1]2[CH2:6][CH2:5][CH2:4][CH2:3][CH2:2]2)[CH2:28][CH2:27]1)[C:20]1[CH:25]=[CH:24][CH:23]=[CH:22][CH:21]=1 |f:2.3,4.5,8.9|. Starting materials: [OH-].[Na+] (sodium hydroxide), N1(CCCCC1)CCCOC1=C(C=O)C=CC=C1 (2-(3-piperidin-1-yl-propoxy)-benzaldehyde), C(C1=CC=CC=C1)=C1CCNCC1 (4-benzylidene-piperidine), C(C)(=O)O[BH-](OC(C)=O)OC(C)=O.[Na+] (sodium triacetoxyborohydride), C(Cl)Cl (DCM). Reactants: COC(CCC1=C(C=C(C=C1)OC1=CC(=CC=C1)Br)C)=O (3-[4-(3-bromo-phenoxy)-2-methyl-phenyl]-propionic acid methyl ester), OC1=C(C=CC=C1)C(=O)C1=CC=CC=C1 ((2-hydroxy-phenyl)-phenyl-methanone), C29H24O5. Yields the product C(C1=CC=CC=C1)(=O)C1=C(OC=2C=C(OC3=CC(=C(C=C3)CCC(=O)O)C)C=CC2)C=CC=C1 (3-{4-[3-(2-Benzoyl-phenoxy)-phenoxy]-2-methyl-phenyl}-propionic acid). Reaction SMILES: C[O:2][C:3](=[O:21])[CH2:4][CH2:5][C:6]1[CH:11]=[CH:10][C:9]([O:12][C:13]2[CH:18]=[CH:17][CH:16]=[C:15](Br)[CH:14]=2)=[CH:8][C:7]=1[CH3:20].[OH:22][C:23]1[CH:28]=[CH:27][CH:26]=[CH:25][C:24]=1[C:29]([C:31]1[CH:36]=[CH:35][CH:34]=[CH:33][CH:32]=1)=[O:30]>>[C:29]([C:24]1[CH:25]=[CH:26][CH:27]=[CH:28][C:23]=1[O:22][C:15]1[CH:14]=[C:13]([CH:18]=[CH:17][CH:16]=1)[O:12][C:9]1[CH:10]=[CH:11][C:6]([CH2:5][CH2:4][C:3]([OH:2])=[O:21])=[C:7]([CH3:20])[CH:8]=1)(=[O:30])[C:31]1[CH:32]=[CH:33][CH:34]=[CH:35][CH:36]=1. Procedure details: The title compound is prepared by reacting the compound of 3-[4-(3-bromo-phenoxy)-2-methyl-phenyl]-propionic acid methyl ester with (2-hydroxy-phenyl)-phenyl-methanone as in Example 18 to afford 0.020 g (14%). 1H NMR (400 MHz, CDCl3); HRMS (ES+) m/z mass calculated for C29H24O5 453.1702, found 453.1699. Reactants: COC1=CC=C(C=C1)C=1OC(=C(N1)CCCO)C (3-[2-(4-methoxy-phenyl)-5-methyl-oxazol-4-yl]-propanol), C1(=CC=CC=C1)P(C1=CC=CC=C1)C1=CC=CC=C1 (triphenylphosphine), N(=NC(=O)OCC)C(=O)OCC (DEAD), C(C)OC(C(CC1=CC=C(C=2CCCCC12)O)OCC)=O ([rac]-2-ethoxy-3-(4-hydroxy-5,6,7,8-tetrahydro-naphthalen-1-yl)-propionic acid ethyl ester). Product: C(C)OC(C(CC1=CC=C(C=2CCCCC12)OCCCC=1N=C(OC1C)C1=CC=C(C=C1)OC)OCC)=O ([rac]-2-ethoxy-3-(4-{3-[2-(4-methoxy-phenyl)-5-methyl-oxazol-4-yl]-propoxy}-5,6,7,8-tetrahydro-naphthalen-1-yl)-propionic acid ethyl ester). RXN SMILES: [CH2:1]([O:3][C:4](=[O:21])[CH:5]([O:18][CH2:19][CH3:20])[CH2:6][C:7]1[C:16]2[CH2:15][CH2:14][CH2:13][CH2:12][C:11]=2[C:10]([OH:17])=[CH:9][CH:8]=1)[CH3:2].[CH3:22][O:23][C:24]1[CH:29]=[CH:28][C:27]([C:30]2[O:31][C:32]([CH3:39])=[C:33]([CH2:35][CH2:36][CH2:37]O)[N:34]=2)=[CH:26][CH:25]=1.C1(P(C2C=CC=CC=2)C2C=CC=CC=2)C=CC=CC=1.N(C(OCC)=O)=NC(OCC)=O>>[CH2:1]([O:3][C:4](=[O:21])[CH:5]([O:18][CH2:19][CH3:20])[CH2:6][C:7]1[C:16]2[CH2:15][CH2:14][CH2:13][CH2:12][C:11]=2[C:10]([O:17][CH2:37][CH2:36][CH2:35][C:33]2[N:34]=[C:30]([C:27]3[CH:26]=[CH:25][C:24]([O:23][CH3:22])=[CH:29][CH:28]=3)[O:31][C:32]=2[CH3:39])=[CH:9][CH:8]=1)[CH3:2]. Procedure: In analogy to the procedure described in example 17 a], [rac]-2-ethoxy-3-(4-hydroxy-5,6,7,8-tetrahydro-naphthalen-1-yl)-propionic acid ethyl ester (example 108 b]) was reacted with 3-[2-(4-methoxy-phenyl)-5-methyl-oxazol-4-yl]-propanol (example 42 e]) in the presence of triphenylphosphine and DEAD (diethyl azodicarboxylate) to yield [rac]-2-ethoxy-3-(4-{3-[2-(4-methoxy-phenyl)-5-methyl-oxazol-4-yl]-propoxy}-5,6,7,8-tetrahydro-naphthalen-1-yl)-propionic acid ethyl ester, which was further saponif...